Task: describe an organic reaction: reactants, conditions, products, and yield. Dataset: the Open Reaction Database (ORD), a public repository of structured organic reaction records The reactants are [OH-].[Na+] (NaOH), C(C1=CC=CC=C1)C1(CN(C1)C(=O)OCC)C1=CC(=C(C=C1)F)OCCNS(=O)(=O)C=1N=CN(C1)C (ethyl 3-benzyl-3-(4-fluoro-3-(2-(1-methyl-1H-imidazole-4-sulfonamido)ethoxy)phenyl)azetidine-1-carboxylate), [H-].[Al+3].[Li+].[H-].[H-].[H-] (lithium aluminium hydride). Run in O1CCCC1 (tetrahydrofuran), O1CCCC1 (tetrahydrofuran). The product is C(C1=CC=CC=C1)C1(CN(C1)C)C=1C=CC(=C(OCCNS(=O)(=O)C=2N=CN(C2)C)C1)F (1-Methyl-1H-imidazole-4-sulfonic acid {2-[5-(3-benzyl-1-methyl-azetidin-3-yl)-2-fluoro-phenoxy]-ethyl}-amide). RXN SMILES: [CH2:1]([C:8]1([C:17]2[CH:22]=[CH:21][C:20]([F:23])=[C:19]([O:24][CH2:25][CH2:26][NH:27][S:28]([C:31]3[N:32]=[CH:33][N:34]([CH3:36])[CH:35]=3)(=[O:30])=[O:29])[CH:18]=2)[CH2:11][N:10]([C:12](OCC)=O)[CH2:9]1)[C:2]1[CH:7]=[CH:6][CH:5]=[CH:4][CH:3]=1.[H-].[Al+3].[Li+].[H-].[H-].[H-].[OH-].[Na+]>O1CCCC1>[CH2:1]([C:8]1([C:17]2[CH:22]=[CH:21][C:20]([F:23])=[C:19]([CH:18]=2)[O:24][CH2:25][CH2:26][NH:27][S:28]([C:31]2[N:32]=[CH:33][N:34]([CH3:36])[CH:35]=2)(=[O:29])=[O:30])[CH2:11][N:10]([CH3:12])[CH2:9]1)[C:2]1[CH:3]=[CH:4][CH:5]=[CH:6][CH:7]=1 |f:1.2.3.4.5.6,7.8|. Procedure: To ethyl 3-benzyl-3-(4-fluoro-3-(2-(1-methyl-1H-imidazole-4-sulfonamido)ethoxy)phenyl)azetidine-1-carboxylate (20.8 mg, 0.040 mmol) in tetrahydrofuran (1 ml) was added a 1M lithium aluminium hydride solution in tetrahydrofuran (0.121 ml, 0.121 mmol) and refluxed for 2 h. Cooled down to room temperature and 2N NaOH was slowly added and extracted twice with dichloromethane, washed with sodium bicarbonate and brine, dried over MgSO4, filtered, evaporated and purified by flash silica gel chromatogra... Reactants: O1C(CCCC1)ONC(=O)C=1C=C2CCNCC2=CC1 (N-(tetrahydro-2H-pyran-2-yloxy)-1,2,3,4-tetrahydroisoquinoline-6-carboxamide), C1(CCC1)C(=O)O (cyclobutan carboxylic acid), C=1C=CC2=C(C1)N=NN2O (HOBT), C(CCl)Cl (EDC). Run in CN(C)C=O (DMF), C(C)N(CC)CC (triethylamine). Run at time 8 hour. Product: C1(CCC1)C(=O)N1CC2=CC=C(C=C2CC1)C(=O)NOC1OCCCC1 (2-(Cyclobutylcarbonyl)-N-(tetrahydro-2H-pyran-2-yloxy)-1,2,3,4-tetrahydroisoquinoline-6-carboxamide). Yield: 65.5%. As a reaction SMILES: [O:1]1[CH2:6][CH2:5][CH2:4][CH2:3][CH:2]1[O:7][NH:8][C:9]([C:11]1[CH:12]=[C:13]2[C:18](=[CH:19][CH:20]=1)[CH2:17][NH:16][CH2:15][CH2:14]2)=[O:10].[CH:21]1([C:25](O)=[O:26])[CH2:24][CH2:23][CH2:22]1.C1C=CC2N(O)N=NC=2C=1.C(Cl)CCl>CN(C=O)C.C(N(CC)CC)C>[CH:21]1([C:25]([N:16]2[CH2:15][CH2:14][C:13]3[C:18](=[CH:19][CH:20]=[C:11]([C:9]([NH:8][O:7][CH:2]4[CH2:3][CH2:4][CH2:5][CH2:6][O:1]4)=[O:10])[CH:12]=3)[CH2:17]2)=[O:26])[CH2:24][CH2:23][CH2:22]1. Procedure: 200 mg of N-(tetrahydro-2H-pyran-2-yloxy)-1,2,3,4-tetrahydroisoquinoline-6-carboxamide, 80 mg of cyclobutan carboxylic acid, 111 mg HOBT, 276 mg EDC and 0.6 ml triethylamine are dissolved in 7 ml DMF and stirred overnight. The mixture is evaporated and the residue is purified by silica gel chromatography. 170 mg of a yellowish foam are obtained. Starting materials: O=C1CCC(=O)N1Br, ClC(Cl)(Cl)Cl, Cc1ccc(-c2sccc2C#N)cc1, C1CCCCC(N2CCCCCCCC2)CCC1. The product is N#Cc1ccsc1-c1ccc(CBr)cc1. RXN SMILES: [Br:15][N:16]1[C:17](=[O:18])[CH2:19][CH2:20][C:21]1=[O:22].[C:41]([Cl:42])([Cl:43])([Cl:44])[Cl:45].[CH3:1][c:2]1[cH:3][cH:4][c:5](-[c:8]2[s:9][cH:10][cH:11][c:12]2[C:13]#[N:14])[cH:6][cH:7]1.[N:23]1([CH:24]2[CH2:25][CH2:26][CH2:27][CH2:28][CH2:29][CH2:30][CH2:31][CH2:32]2)[CH2:33][CH2:34][CH2:35][CH2:36][CH2:37][CH2:38][CH2:39][CH2:40]1>>[CH2:1]([c:2]1[cH:3][cH:4][c:5](-[c:8]2[s:9][cH:10][cH:11][c:12]2[C:13]#[N:14])[cH:6][cH:7]1)[Br:15]. Reactants: CO, [N-]=[N+]=NCCN1C(=O)COc2ccc(COC3CN(C(=O)OCc4ccccc4)CCC3c3ccc(OCCCOc4cc(F)ccc4F)cc3)cc21, N, C1CCOC1, O, c1ccc(P(c2ccccc2)c2ccccc2)cc1. Product: NCCN1C(=O)COc2ccc(COC3CN(C(=O)OCc4ccccc4)CCC3c3ccc(OCCCOc4cc(F)ccc4F)cc3)cc21. RXN SMILES: [CH3:80][OH:81].[N:1](=[N+:2]=[N-:3])[CH2:4][CH2:5][N:6]1[C:7](=[O:53])[CH2:8][O:9][c:10]2[c:11]1[cH:12][c:13]([CH2:16][O:17][CH:18]1[CH2:19][N:20]([C:43](=[O:44])[O:45][CH2:46][c:47]3[cH:48][cH:49][cH:50][cH:51][cH:52]3)[CH2:21][CH2:22][CH:23]1[c:24]1[cH:25][cH:26][c:27]([O:30][CH2:31][CH2:32][CH2:33][O:34][c:35]3[c:36]([F:42])[cH:37][cH:38][c:39]([F:41])[cH:40]3)[cH:28][cH:29]1)[cH:14][cH:15]2.[NH3:54].[O:74]1[CH2:75][CH2:76][CH2:77][CH2:78]1.[OH2:79].[c:55]1([P:56]([c:57]2[cH:58][cH:59][cH:60][cH:61][cH:62]2)[c:63]2[cH:64][cH:65][cH:66][cH:67][cH:68]2)[cH:69][cH:70][cH:71][cH:72][cH:73]1>>[NH2:1][CH2:4][CH2:5][N:6]1[C:7](=[O:53])[CH2:8][O:9][c:10]2[c:11]1[cH:12][c:13]([CH2:16][O:17][CH:18]1[CH2:19][N:20]([C:43](=[O:44])[O:45][CH2:46][c:47]3[cH:48][cH:49][cH:50][cH:51][cH:52]3)[CH2:21][CH2:22][CH:23]1[c:24]1[cH:25][cH:26][c:27]([O:30][CH2:31][CH2:32][CH2:33][O:34][c:35]3[c:36]([F:42])[cH:37][cH:38][c:39]([F:41])[cH:40]3)[cH:28][cH:29]1)[cH:14][cH:15]2. Starting materials: [H-].[Na+] (sodium hydride), BrC1C(NC(CC(C1)C1=C(C=CC=C1)C)C1=CC=CC=C1)=O (3-Bromo-5-(2-methylphenyl)-7-phenyl-2,3,4,5,6,7-hexahydroazepin-2-one), C(C)(C)(C)C(C(=O)N)I (t-butyl iodoacetamide). Run at time 60 hour. Product: C(C)(C)(C)NC(CN1C(C(CC(CC1C1=CC=CC=C1)C1=C(C=CC=C1)C)Br)=O)=O (N-(t-Butyl)-2-oxo-3-bromo-5-(2-methylphenyl)-7-phenyl-2,3,4,5,6,7-hexahydroazepin-1-yl ethanoic amide). Yield: 184.9%. Reaction SMILES: [H-].[Na+].[Br:3][CH:4]1[CH2:10][CH:9]([C:11]2[CH:16]=[CH:15][CH:14]=[CH:13][C:12]=2[CH3:17])[CH2:8][CH:7]([C:18]2[CH:23]=[CH:22][CH:21]=[CH:20][CH:19]=2)[NH:6][C:5]1=[O:24].C([CH:29](I)[C:30]([NH2:32])=[O:31])(C)(C)C>>[C:9]([NH:32][C:30](=[O:31])[CH2:29][N:6]1[CH:7]([C:18]2[CH:19]=[CH:20][CH:21]=[CH:22][CH:23]=2)[CH2:8][CH:9]([C:11]2[CH:16]=[CH:15][CH:14]=[CH:13][C:12]=2[CH3:17])[CH2:10][CH:4]([Br:3])[C:5]1=[O:24])([CH3:11])([CH3:10])[CH3:8] |f:0.1|. Reported procedure: To a 1000 mL 3-necked round-bottomed flank equipped with addition funnel and nitrogen inlet was added 3.9 grams (97.6 mmol) sodium hydride, which was then washed with hexane, and 400 mL dry tetrahydrofuran. To the stirring suspension was added a solution of 31.8 grams (88.8 mmol) 3-Bromo-5-(2-methylphenyl)-7-phenyl-2,3,4,5,6,7-hexahydroazepin-2-one and 23.5 grams (97.6 mmol) t-butyl iodoacetamide. The reaction was stirred at room temperature for 60 hours, quenched with ammonium chloride solution... Starting materials: 688, COC(C=C)=O (methylacrylate), C(C(C)C)P (isobutylphosphine), N(=NC(C#N)(C)C)C(C#N)(C)C (azobisisobutyronitrile), C(C(C)C)P(CCC(=O)OC)CCC(=O)OC (isobutylbis(carbomethoxyethyl)phosphine), OO (hydrogen peroxide). Procedure details: A solution of 688 parts of methylacrylate in 285 parts of toluene is reacted with 450 parts of 80% isobutylphosphine in the presence of 3.9 parts of (azobisisobutyronitrile) initiator at 74°-93° C. for 7 hours. The resulting isobutylbis(carbomethoxyethyl)phosphine is oxidized with 600 parts of (10% excess) of 25% aqueous hydrogen peroxide. The reaction is complete within 2-3 hours at 65° C. and the resultant phosphine oxide is isolated as an oil following distillation of toluene and water from t... Conditions: time 2.5 hour. Product: C(C(C)C)P(CCC(=O)O)(CCC(=O)O)=O (Isobutylbis(β-Carboxyethyl)Phosphine Oxide). The solvent is C1(=CC=CC=C1)C (toluene). RXN SMILES: C[O:2]C(=O)C=C.C(P)C(C)C.N(C(C)(C)C#N)=NC(C)(C)C#N.[CH2:24]([P:28]([CH2:35][CH2:36][C:37]([O:39]C)=[O:38])[CH2:29][CH2:30][C:31]([O:33]C)=[O:32])[CH:25]([CH3:27])[CH3:26].OO>C1(C)C=CC=CC=1>[CH2:24]([P:28](=[O:2])([CH2:35][CH2:36][C:37]([OH:39])=[O:38])[CH2:29][CH2:30][C:31]([OH:33])=[O:32])[CH:25]([CH3:27])[CH3:26].